From a dataset of the Open Reaction Database (ORD), a public repository of structured organic reaction records. describe an organic reaction: reactants, conditions, products, and yield The reactants are [BH4-], CO, CCOC(C)=O, Cl, [Na+], C1CCOC1, O, CC(CCC(=O)O)C1CCC2C3C(=O)C(F)C4CC(O)CCC4(C)C3CCC12C. Product: CC(CCC(=O)O)C1CCC2C3C(O)C(F)C4CC(O)CCC4(C)C3CCC12C. RXN SMILES: [BH4-:30].[CH3:39][OH:40].[CH3:41][CH2:42][O:43][C:44](=[O:45])[CH3:46].[ClH:33].[Na+:31].[O:34]1[CH2:35][CH2:36][CH2:37][CH2:38]1.[OH2:32].[OH:1][CH:2]1[CH2:3][CH:4]2[CH:5]([F:29])[C:6](=[O:28])[CH:7]3[CH:8]4[CH2:9][CH2:10][CH:11]([CH:12]([CH2:13][CH2:14][C:15](=[O:16])[OH:17])[CH3:18])[C:19]4([CH3:27])[CH2:20][CH2:21][CH:22]3[C:23]2([CH3:26])[CH2:24][CH2:25]1>>[OH:1][CH:2]1[CH2:3][CH:4]2[CH:5]([F:29])[CH:6]([OH:28])[CH:7]3[CH:8]4[CH2:9][CH2:10][CH:11]([CH:12]([CH2:13][CH2:14][C:15](=[O:16])[OH:17])[CH3:18])[C:19]4([CH3:27])[CH2:20][CH2:21][CH:22]3[C:23]2([CH3:26])[CH2:24][CH2:25]1. The reactants are Cl (Hydrogen chloride), C(C)(=O)NC=1C=CC(=C(C(=O)CCC(=O)O)C1)O (3-(5-acetamido-2-hydroxybenzoyl) propionic acid), ice water, C(Cl)(Cl)Cl (chloroform). The solvent is CO (methanol). The product is C(C)(=O)NC=1C=CC(=C(C(=O)CCC(=O)OC)C1)O (methyl 3-(5-acetamido-2-hydroxybenzoyl)propionate). RXN SMILES: Cl.[C:2]([NH:5][C:6]1[CH:7]=[CH:8][C:9]([OH:19])=[C:10]([CH:18]=1)[C:11]([CH2:13][CH2:14][C:15]([OH:17])=[O:16])=[O:12])(=[O:4])[CH3:3].[CH:20](Cl)(Cl)Cl>CO>[C:2]([NH:5][C:6]1[CH:7]=[CH:8][C:9]([OH:19])=[C:10]([CH:18]=1)[C:11]([CH2:13][CH2:14][C:15]([O:17][CH3:20])=[O:16])=[O:12])(=[O:4])[CH3:3]. Reported procedure: Hydrogen chloride gas was passed through a gently boiling solution of 3-(5-acetamido-2-hydroxybenzoyl) propionic acid (1.2g) in dry methanol (20 ml) until esterification was complete. The reaction mixture was then poured into ice-water and chloroform added. The chloroform extract was washed with sodium bicarbonate solution then water, and finally dried and evaporated to leave methyl 3-(5-acetamido-2-hydroxybenzoyl)propionate as a solid (0.75g, 59%; m.p. 145°-147° C; M+, 265, M 265). Starting materials: C([O-])(O)=O.[Na+] (sodium bicarbonate), BrC=1C=CC2=C(C(=NC(C(N2)=O)OC(C(F)(F)F)=O)C2=C(C=CC=C2)F)C1 (7-bromo-5-(2-fluorophenyl)-1,3-dihydro-3-trifluoroacetoxy-2H-1,4-benzodiazepin-2-one). Solvent: C(C)O (ethanol). Run at time 18 hour. Product: BrC=1C=CC2=C(C(=NC(C(N2)=O)O)C2=C(C=CC=C2)F)C1 (7-bromo-5-(2-fluorophenyl)-1,3-dihydro-3-hydroxy-2H-1,4-benzodiazepin-2-one). Isolated yield 61.9%. As a reaction SMILES: [Br:1][C:2]1[CH:3]=[CH:4][C:5]2[NH:11][C:10](=[O:12])[CH:9]([O:13]C(=O)C(F)(F)F)[N:8]=[C:7]([C:20]3[CH:25]=[CH:24][CH:23]=[CH:22][C:21]=3[F:26])[C:6]=2[CH:27]=1.C(=O)(O)[O-].[Na+]>C(O)C>[Br:1][C:2]1[CH:3]=[CH:4][C:5]2[NH:11][C:10](=[O:12])[CH:9]([OH:13])[N:8]=[C:7]([C:20]3[CH:25]=[CH:24][CH:23]=[CH:22][C:21]=3[F:26])[C:6]=2[CH:27]=1 |f:1.2|. Procedure details: A suspension of 9.5 g (0.021 mole) of 7-bromo-5-(2-fluorophenyl)-1,3-dihydro-3-trifluoroacetoxy-2H-1,4-benzodiazepin-2-one in a mixture of 130 ml ethanol and 130 ml aqueous 5% sodium bicarbonate was stirred at 25° for 18 hr. The suspended solid was collected on a filter, washed with water, dried in air, and recrystallized from ethanol to give 4.54 g (62%) 7-bromo-5-(2-fluorophenyl)-1,3-dihydro-3-hydroxy-2H-1,4-benzodiazepin-2-one as colorless crystals: mp 196°-198°; 19F nmr (DMSO-d6) δ -113.5 pp... Starting materials: CC[N+](CC)(CC)Cc1ccccc1, COC(=O)CNS(=O)(=O)C1CCCCC1, [Cl-], ClSC(Cl)(Cl)C(Cl)Cl, ClCCl, [Na+], [OH-], O. The product is COC(=O)CN(SC(Cl)(Cl)C(Cl)Cl)S(=O)(=O)C1CCCCC1. As a reaction SMILES: [CH2:28]([N+:29]([CH2:30][CH3:31])([CH2:32][CH3:33])[CH2:34][c:35]1[cH:36][cH:37][cH:38][cH:39][cH:40]1)[CH3:41].[CH3:3][O:4][C:5](=[O:6])[CH2:7][NH:8][S:9](=[O:10])(=[O:11])[CH:12]1[CH2:13][CH2:14][CH2:15][CH2:16][CH2:17]1.[Cl-:27].[Cl:18][C:19]([CH:20]([Cl:21])[Cl:22])([Cl:23])[S:24][Cl:25].[Cl:42][CH2:43][Cl:44].[Na+:2].[OH-:1].[OH2:26]>>[CH3:3][O:4][C:5](=[O:6])[CH2:7][N:8]([S:9](=[O:10])(=[O:11])[CH:12]1[CH2:13][CH2:14][CH2:15][CH2:16][CH2:17]1)[S:24][C:19]([Cl:18])([CH:20]([Cl:21])[Cl:22])[Cl:23]. Reactants: O=C1CCC(=O)N1Br, ClCCl, CS(=O)(=O)c1ccc(C(=CC2CCCC2)C(=O)O)cc1Br, Nc1nccs1, c1ccc(P(c2ccccc2)c2ccccc2)cc1. The product is CS(=O)(=O)c1ccc(C(=CC2CCCC2)C(=O)Nc2nccs2)cc1Br. As a reaction SMILES: [Br:20][N:21]1[C:22](=[O:23])[CH2:24][CH2:25][C:26]1=[O:27].[CH2:55]([Cl:56])[Cl:57].[CH:28]1([CH:33]=[C:34]([C:35](=[O:36])[OH:37])[c:38]2[cH:39][c:40]([Br:48])[c:41]([S:44](=[O:45])(=[O:46])[CH3:47])[cH:42][cH:43]2)[CH2:29][CH2:30][CH2:31][CH2:32]1.[NH2:49][c:50]1[s:51][cH:52][cH:53][n:54]1.[c:1]1([P:2]([c:3]2[cH:4][cH:5][cH:6][cH:7][cH:8]2)[c:9]2[cH:10][cH:11][cH:12][cH:13][cH:14]2)[cH:15][cH:16][cH:17][cH:18][cH:19]1>>[CH:28]1([CH:33]=[C:34]([C:35](=[O:37])[NH:49][c:50]2[s:51][cH:52][cH:53][n:54]2)[c:38]2[cH:39][c:40]([Br:48])[c:41]([S:44](=[O:45])(=[O:46])[CH3:47])[cH:42][cH:43]2)[CH2:29][CH2:30][CH2:31][CH2:32]1.